From a dataset of the Open Reaction Database (ORD), a public repository of structured organic reaction records. describe an organic reaction: reactants, conditions, products, and yield Starting materials: C(C(C)[*:2])[*:1] (polypropylene), [Si](C)(C)(C(C)(C)C)O[C@@H](CC[C@H]1C(N([C@@H]1C1=C(C=C(C=C1)C1=CC(=CC=C1)O)O)C1=CC=CC=C1)=O)C1=CC=C(C=C1)F ((3R,4S)-3-[(3S)-3-{[tert-Butyl(dimethyl)silyl]oxy}-3-(4-fluorophenyl)propyl]-4-(3,3′-dihydroxybiphenyl-4-yl)-1-phenylazetidin-2-one), F (Hydrofluoric acid). Solvent: C(C)#N (acetonitrile). Reaction conditions: time 1 hour. Yields the product OC=1C=C(C=CC1[C@@H]1[C@H](C(N1C1=CC=CC=C1)=O)CC[C@H](O)C1=CC=C(C=C1)F)C1=CC(=CC=C1)O ((3R,4S)-4-(3,3′-dihydroxybiphenyl-4-yl)-3-[(3S)-3-(4-fluorophenyl)-3-hydroxypropyl]-1-phenylazetidin-2-one). Isolated yield 89.8%. Reaction SMILES: [Si]([O:8][C@H:9]([C:37]1[CH:42]=[CH:41][C:40]([F:43])=[CH:39][CH:38]=1)[CH2:10][CH2:11][C@@H:12]1[C@@H:15]([C:16]2[CH:21]=[CH:20][C:19]([C:22]3[CH:27]=[CH:26][CH:25]=[C:24]([OH:28])[CH:23]=3)=[CH:18][C:17]=2[OH:29])[N:14]([C:30]2[CH:35]=[CH:34][CH:33]=[CH:32][CH:31]=2)[C:13]1=[O:36])(C(C)(C)C)(C)C.F>C(#N)C>[OH:29][C:17]1[CH:18]=[C:19]([C:22]2[CH:27]=[CH:26][CH:25]=[C:24]([OH:28])[CH:23]=2)[CH:20]=[CH:21][C:16]=1[C@H:15]1[N:14]([C:30]2[CH:31]=[CH:32][CH:33]=[CH:34][CH:35]=2)[C:13](=[O:36])[C@@H:12]1[CH2:11][CH2:10][C@@H:9]([C:37]1[CH:42]=[CH:41][C:40]([F:43])=[CH:39][CH:38]=1)[OH:8]. Reported procedure: (3R,4S)-3-[(3S)-3-{[tert-Butyl(dimethyl)silyl]oxy}-3-(4-fluorophenyl)propyl]-4-(3,3′-dihydroxybiphenyl-4-yl)-1-phenylazetidin-2-one (73 mg, 0.122 mmol) was dissolved in acetonitrile (5 mL) and transferred to a polypropylene conical vial. 48% Hydrofluoric acid (1 mL) was added dropwise and the reaction stirred at room temperature for 1 h. The reaction was quenched with 1 N sodium hydroxide (24 mL) and transferred to a flask containing pH 7.4 phosphate buffer (24 mL). The pH of the solution was ad... Reactants: CC(=O)Nc1ccc(CCc2ncccc2C)cc1[N+](=O)[O-], CCO, Cl. Product: Cc1cccnc1CCc1ccc(N)c([N+](=O)[O-])c1. RXN SMILES: [CH3:1][c:2]1[c:3]([CH2:8][CH2:9][c:10]2[cH:11][c:12]([N+:20](=[O:21])[O-:22])[c:13]([NH:16][C:17](=[O:18])[CH3:19])[cH:14][cH:15]2)[n:4][cH:5][cH:6][cH:7]1.[CH3:23][CH2:24][OH:25].[ClH:26]>>[CH3:1][c:2]1[c:3]([CH2:8][CH2:9][c:10]2[cH:11][c:12]([N+:20](=[O:21])[O-:22])[c:13]([NH2:16])[cH:14][cH:15]2)[n:4][cH:5][cH:6][cH:7]1.